Dataset: the Open Reaction Database (ORD), a public repository of structured organic reaction records. Task: describe an organic reaction: reactants, conditions, products, and yield The reactants are ClCCl, O=S(=O)(Cl)c1ccc(Cl)cc1, Nc1ccccc1N, c1ccncc1. Product: Nc1ccccc1NS(=O)(=O)c1ccc(Cl)cc1. Reaction SMILES: [Cl:20][CH2:21][Cl:22].[Cl:9][c:10]1[cH:11][cH:12][c:13]([S:16](=[O:17])(=[O:18])[Cl:19])[cH:14][cH:15]1.[c:1]1([NH2:8])[c:2]([NH2:7])[cH:3][cH:4][cH:5][cH:6]1.[cH:23]1[cH:24][cH:25][n:26][cH:27][cH:28]1>>[c:1]1([NH:8][S:16]([c:13]2[cH:12][cH:11][c:10]([Cl:9])[cH:15][cH:14]2)(=[O:17])=[O:18])[c:2]([NH2:7])[cH:3][cH:4][cH:5][cH:6]1. The reactants are BrC1=CC=C2C=C(C(=NC2=C1)C(=O)NC=1C=NC=CC1N1C[C@H](C[C@H](C1)C(F)(F)F)NC(=O)OC(C)(C)C)NC(OCC1=CC=CC=C1)=O (benzyl {7-bromo-2-[({4-[(3S,5R)-3-[(tert-butoxycarbonyl)amino]-5-(trifluoromethyl)piperidin-1-yl]pyridin-3-yl}amino)carbonyl]quinolin-3-yl}carbamate), [O-]P(=O)([O-])[O-].[K+].[K+].[K+] (K3PO4), O1CCOCC1 (1,4-dioxane), CC1(OB(OC1(C)C)C=1CCOCC1)C (4-(4,4,5,5-tetramethyl-1,3,2-dioxaborolan-2-yl)-3,6-dihydro-2H-pyran). The reagents and catalysts are C1(CCCCC1)P(C1=C(C=CC=C1)C1=C(C=C(C=C1C(C)C)C(C)C)C(C)C)C1CCCCC1.NC1=C(C=CC=C1)C1=C(C=CC=C1)[Pd]Cl (Dicyclohexyl(2′,4′,6′-triisopropylbiphenyl-2-yl)phosphine (2′-aminobiphenyl-2-yl)(chloro)palladium). Solvent: O (water). Reaction conditions: temperature 80 celsius. The product is C(C)(C)(C)OC(=O)N[C@@H]1CN(C[C@@H](C1)C(F)(F)F)C1=C(C=NC=C1)NC(=O)C1=NC2=CC(=CC=C2C=C1NC(OCC1=CC=CC=C1)=O)C=1CCOCC1 (benzyl [2-[({4-[(3S,5R)-3-[(tert-butoxycarbonyl)amino]-5-(trifluoromethyl)piperidin-1-yl]pyridin-3-yl}amino)carbonyl]-7-(3,6-dihydro-2H-pyran-4-yl)quinolin-3-yl]carbamate). Isolated yield 498.3%. As a reaction SMILES: Br[C:2]1[CH:11]=[C:10]2[C:5]([CH:6]=[C:7]([NH:39][C:40](=[O:49])[O:41][CH2:42][C:43]3[CH:48]=[CH:47][CH:46]=[CH:45][CH:44]=3)[C:8]([C:12]([NH:14][C:15]3[CH:16]=[N:17][CH:18]=[CH:19][C:20]=3[N:21]3[CH2:26][C@H:25]([C:27]([F:30])([F:29])[F:28])[CH2:24][C@H:23]([NH:31][C:32]([O:34][C:35]([CH3:38])([CH3:37])[CH3:36])=[O:33])[CH2:22]3)=[O:13])=[N:9]2)=[CH:4][CH:3]=1.[O-]P([O-])([O-])=O.[K+].[K+].[K+].O1CCOCC1.CC1(C)C(C)(C)OB([C:72]2[CH2:73][CH2:74][O:75][CH2:76][CH:77]=2)O1>C1(P(C2CCCCC2)C2C=CC=CC=2C2C(C(C)C)=CC(C(C)C)=CC=2C(C)C)CCCCC1.NC1C=CC=CC=1C1C=CC=CC=1[Pd]Cl.O>[C:35]([O:34][C:32]([NH:31][C@H:23]1[CH2:24][C@@H:25]([C:27]([F:30])([F:29])[F:28])[CH2:26][N:21]([C:20]2[CH:19]=[CH:18][N:17]=[CH:16][C:15]=2[NH:14][C:12]([C:8]2[C:7]([NH:39][C:40](=[O:49])[O:41][CH2:42][C:43]3[CH:48]=[CH:47][CH:46]=[CH:45][CH:44]=3)=[CH:6][C:5]3[C:10](=[CH:11][C:2]([C:72]4[CH2:77][CH2:76][O:75][CH2:74][CH:73]=4)=[CH:3][CH:4]=3)[N:9]=2)=[O:13])[CH2:22]1)=[O:33])([CH3:38])([CH3:36])[CH3:37] |f:1.2.3.4,7.8|. Procedure details: A pressure vial was charged with benzyl {7-bromo-2-[({4-[(3S,5R)-3-[(tert-butoxycarbonyl)amino]-5-(trifluoromethyl)piperidin-1-yl]pyridin-3-yl}amino)carbonyl]quinolin-3-yl}carbamate (0.032 g, 0.043 mmol), K3PO4 (0.0181 g, 0.0852 mmol), 1,4-dioxane (0.55 mL), water (0.092 mL) and 4-(4,4,5,5-tetramethyl-1,3,2-dioxaborolan-2-yl)-3,6-dihydro-2H-pyran (0.013 g, 0.063 mmol). The mixture was deoxygenated with nitrogen for 10 min. Dicyclohexyl(2′,4′,6′-triisopropylbiphenyl-2-yl)phosphine-(2′-aminobiphen...